Dataset: the Open Reaction Database (ORD), a public repository of structured organic reaction records. Task: describe an organic reaction: reactants, conditions, products, and yield The reactants are CCO, Cl, CCOC(=O)c1cnn(Cc2coc(-c3cccc(C(F)(F)F)c3F)n2)c1, [Na+], C1CCOC1, [OH-]. Product: O=C(O)c1cnn(Cc2coc(-c3cccc(C(F)(F)F)c3F)n2)c1. RXN SMILES: [CH3:30][CH2:31][OH:32].[ClH:33].[F:1][c:2]1[c:3](-[c:12]2[o:13][cH:14][c:15]([CH2:17][n:18]3[n:19][cH:20][c:21]([C:23](=[O:24])[O:25][CH2:26][CH3:27])[cH:22]3)[n:16]2)[cH:4][cH:5][cH:6][c:7]1[C:8]([F:9])([F:10])[F:11].[Na+:29].[O:34]1[CH2:35][CH2:36][CH2:37][CH2:38]1.[OH-:28]>>[F:1][c:2]1[c:3](-[c:12]2[o:13][cH:14][c:15]([CH2:17][n:18]3[n:19][cH:20][c:21]([C:23](=[O:24])[OH:25])[cH:22]3)[n:16]2)[cH:4][cH:5][cH:6][c:7]1[C:8]([F:9])([F:10])[F:11]. The reactants are C(C1=CC=CC=C1)C1C=C(CC(N1C)C)C (6-benzyl-1,2,4-trimethyl-1,2,3,6-tetrahydro-pyridine), C(C1=CC=CC=C1)C1N(C(C=C(C1)C)C)C (2-benzyl-1,4,6-trimethyl-1,2,3,6-tetrahydropyridine), N (ammonia). Run in Br (HBr), O (water), Br (HBr), C(C)(=O)O (acetic acid). Reaction conditions: time 4 day. The product is CN1C2CC3=C(C(CC1C)(C2)C)C=CC=C3 (3,4,6-Trimethyl-1,2,3,4,5,6-hexahydro-2,6-methano-benzo[d]azocine). RXN SMILES: [CH2:1]([CH:8]1[N:13]([CH3:14])[CH:12]([CH3:15])[CH2:11][C:10]([CH3:16])=[CH:9]1)[C:2]1[CH:7]=[CH:6][CH:5]=[CH:4][CH:3]=1.C(C1CC(C)=CC(C)N1C)C1C=CC=CC=1.N>O.Br.C(O)(=O)C>[CH3:14][N:13]1[CH:12]([CH3:15])[CH2:11][C:10]2([CH3:16])[CH2:9][CH:8]1[CH2:1][C:2]1[CH:7]=[CH:6][CH:5]=[CH:4][C:3]=12. Reported procedure: A mixture of 6-benzyl-1,2,4-trimethyl-1,2,3,6-tetrahydro-pyridine and 2-benzyl-1,4,6-trimethyl-1,2,3,6-tetrahydropyridine (from Example LV, 11.7 g) is combined with 48% HBr in water (30 mL) and 33% HBr in acetic acid (20 mL). The mixture is heated to reflux temperature and stirred at this temperature for 4 d. After cooling to ambient temperature, aqueous ammonia (32%, 45 mL) is carefully added and the resulting mixture is extracted with Et2O (3×50 mL). The combined organic extracts are extracted... Reactants: CCOC(=O)CCc1cn(Cc2cncc(OCc3nc(-c4ccccc4)oc3C)c2)nc1OCC, CCO, Cl, [Na+], C1CCOC1, [OH-]. Yields the product CCOc1nn(Cc2cncc(OCc3nc(-c4ccccc4)oc3C)c2)cc1CCC(=O)O. Reaction SMILES: [CH2:1]([CH3:2])[O:3][c:4]1[n:5][n:6]([CH2:16][c:17]2[cH:18][n:19][cH:20][c:21]([O:23][CH2:24][c:25]3[n:26][c:27](-[c:31]4[cH:32][cH:33][cH:34][cH:35][cH:36]4)[o:28][c:29]3[CH3:30])[cH:22]2)[cH:7][c:8]1[CH2:9][CH2:10][C:11](=[O:12])[O:13][CH2:14][CH3:15].[CH3:45][CH2:46][OH:47].[ClH:44].[Na+:38].[O:39]1[CH2:40][CH2:41][CH2:42][CH2:43]1.[OH-:37]>>[CH2:1]([CH3:2])[O:3][c:4]1[n:5][n:6]([CH2:16][c:17]2[cH:18][n:19][cH:20][c:21]([O:23][CH2:24][c:25]3[n:26][c:27](-[c:31]4[cH:32][cH:33][cH:34][cH:35][cH:36]4)[o:28][c:29]3[CH3:30])[cH:22]2)[cH:7][c:8]1[CH2:9][CH2:10][C:11](=[O:12])[OH:13]. Starting materials: OBO, N#Cc1cc(B(O)O)ccc1F, Cc1ccccc1, COc1ccc(CN(c2ccccc2)c2cc(Cl)nn3ccnc23)cc1, [K+], [K+], [K+], O=C(C=Cc1ccccc1)C=Cc1ccccc1, O=C(C=Cc1ccccc1)C=Cc1ccccc1, O=C(C=Cc1ccccc1)C=Cc1ccccc1, O=P([O-])([O-])[O-], [Pd], [Pd], [Pd]. Yields the product COc1ccc(CN(c2ccccc2)c2cc(-c3ccc(F)c(C#N)c3)nn3ccnc23)cc1. As a reaction SMILES: [BH:47]([OH:48])[OH:49].[C:27](#[N:28])[c:29]1[cH:30][c:31]([B:36]([OH:37])[OH:38])[cH:32][cH:33][c:34]1[F:35].[CH3:50][c:51]1[cH:52][cH:53][cH:54][cH:55][cH:56]1.[Cl:1][c:2]1[cH:3][c:4]([N:11]([c:12]2[cH:13][cH:14][cH:15][cH:16][cH:17]2)[CH2:18][c:19]2[cH:20][cH:21][c:22]([O:25][CH3:26])[cH:23][cH:24]2)[c:5]2[n:6]([n:7]1)[cH:8][cH:9][n:10]2.[K+:44].[K+:45].[K+:46].[O:59]=[C:60]([CH:61]=[CH:62][c:63]1[cH:64][cH:65][cH:66][cH:67][cH:68]1)[CH:69]=[CH:70][c:71]1[cH:72][cH:73][cH:74][cH:75][cH:76]1.[O:77]=[C:78]([CH:79]=[CH:80][c:81]1[cH:82][cH:83][cH:84][cH:85][cH:86]1)[CH:87]=[CH:88][c:89]1[cH:90][cH:91][cH:92][cH:93][cH:94]1.[O:95]=[C:96]([CH:97]=[CH:98][c:99]1[cH:100][cH:101][cH:102][cH:103][cH:104]1)[CH:105]=[CH:106][c:107]1[cH:108][cH:109][cH:110][cH:111][cH:112]1.[P:39]([O-:40])([O-:41])([O-:42])=[O:43].[Pd:113].[Pd:57].[Pd:58]>>[c:2]1(-[c:31]2[cH:30][c:29]([C:27]#[N:28])[c:34]([F:35])[cH:33][cH:32]2)[cH:3][c:4]([N:11]([c:12]2[cH:13][cH:14][cH:15][cH:16][cH:17]2)[CH2:18][c:19]2[cH:20][cH:21][c:22]([O:25][CH3:26])[cH:23][cH:24]2)[c:5]2[n:6]([n:7]1)[cH:8][cH:9][n:10]2. Reaction SMILES: [CH3:1][C@:2]12[CH2:19][CH2:18][C@H:17]3[C@@H:7]([CH2:8][CH:9]=[C:10]4[C@:15]3([CH3:16])[CH2:14][CH2:13][C:12](=[O:20])[NH:11]4)[C@@H:6]1[CH2:5][CH2:4][C:3]2=O.[CH:22]1([NH2:25])[CH2:24][CH2:23]1.[BH4-].[Na+]>C(Cl)(Cl)Cl.C(O)C.CCOC(C)=O>[CH:22]1([NH:25][C@H:3]2[CH2:4][CH2:5][C@H:6]3[C@H:7]4[C@H:17]([CH2:18][CH2:19][C@:2]23[CH3:1])[C@:15]2([CH3:16])[C:10]([NH:11][C:12](=[O:20])[CH2:13][CH2:14]2)=[CH:9][CH2:8]4)[CH2:24][CH2:23]1 |f:2.3|. Reactants: [BH4-].[Na+] (Sodium borohydride), C[C@@]12C(CC[C@H]1[C@@H]1CC=C3NC(CC[C@]3(C)[C@H]1CC2)=O)=O (4-Aza-androst-5(6)-ene-3,17-dione), cyclopropylimine, C1(CC1)N (cyclopropylamine). Conditions: time 15 hour. Solvent: C(C)O (ethanol), CCOC(=O)C (EtOAc), C(Cl)(Cl)Cl (chloroform). The product is C1(CC1)N[C@@H]1[C@]2(C)[C@@H](CC1)[C@@H]1CC=C3NC(CC[C@]3(C)[C@H]1CC2)=O (17β-cyclopropylamino-4-aza-androst-5(6)-en-3-one). Procedure: 4-Aza-androst-5(6)-ene-3,17-dione (0.53 g, 1.844 mmol) dissolved in chloroform (CHCl3, 10.0 mL) and cyclopropylamine ((CH2)2CHNH2, ALDRICH, 4.12 g, 72.15 mmol) is added, and the reaction mixture is heated to reflux under nitrogen. After 15 hours, the reaction is cooled to room temperature and analysis indicates the stoichiometric conversion to the cyclopropylimine. Sodium borohydride (NaBH4, ALPHA, 0.3574 g, 0.4475 mmol) in ethanol (21 mL) is added and the reaction is stirred at room temperature... The reactants are C(C)OC(=O)C=1N=C(N(C(C1O)=O)C)N1CCN(CC1)CCO (5-Hydroxy-2-[4-(2-hydroxy-ethyl)-piperazin-1-yl]-1-methyl-6-oxo-1,6-dihydro-pyrimidine-4-carboxylic acid ethyl ester), FC1=CC=C(CN)C=C1 (4-fluoro-benzyl amine). Solvent: CN(C)C=O (DMF). Reaction conditions: temperature 70 celsius, time 2 hour. Product: FC1=CC=C(C=C1)CNC(=O)C=1N=C(N(C(C1O)=O)C)N1CCN(CC1)CCO (N-[(4-fluorophenyl)methyl]-1,6-dihydro-5-hydroxy-2-[4-(2-hydroxyethyl)-1-piperazinyl]-1-methyl-6-oxo-4-pyrimidinecarboxamide). The yield is 49.7%. RXN SMILES: C([O:3][C:4]([C:6]1[N:7]=[C:8]([N:15]2[CH2:20][CH2:19][N:18]([CH2:21][CH2:22][OH:23])[CH2:17][CH2:16]2)[N:9]([CH3:14])[C:10](=[O:13])[C:11]=1[OH:12])=O)C.[F:24][C:25]1[CH:32]=[CH:31][C:28]([CH2:29][NH2:30])=[CH:27][CH:26]=1>CN(C=O)C>[F:24][C:25]1[CH:32]=[CH:31][C:28]([CH2:29][NH:30][C:4]([C:6]2[N:7]=[C:8]([N:15]3[CH2:20][CH2:19][N:18]([CH2:21][CH2:22][OH:23])[CH2:17][CH2:16]3)[N:9]([CH3:14])[C:10](=[O:13])[C:11]=2[OH:12])=[O:3])=[CH:27][CH:26]=1. Reported procedure: 5-Hydroxy-2-[4-(2-hydroxy-ethyl)-piperazin-1-yl]-1-methyl-6-oxo-1,6-dihydro-pyrimidine-4-carboxylic acid ethyl ester (0.024 g, 0.074 mmol) was dissolved in DMF (1 mL) to which was added 4-fluoro-benzyl amine (0.047 mL, 0.37 mmol). The mixture was stirred at 70° C. for 2 hours. The resulting mixture was purified by chromatography (YMC Combiprep ODS-A, 30 mm×50 mm, MeOH/H2O/0.1% TFA) to yield the title compound as a white powder (0.0149 g, 50% yield). 1H NMR (500 MHz, MeOD) δ: 8.81 (1H, bs), 7.40 ...